This data is from the Open Reaction Database (ORD), a public repository of structured organic reaction records. The task is: describe an organic reaction: reactants, conditions, products, and yield Reactants: COC(CC(\C=C/C)C1=CC=C(C=C1)OC1OCCCC1)=O ((Z)-3-[4-(tetrahydropyran-2-yloxy)-phenyl]-hex-4-enoic acid methyl ester), O1CCOCC1 (dioxane), O (water), N1=C(C=CC=C1C)C (2,6-lutidine), aqueous-sodium periodate. Reagents/catalysts: [Os](=O)(=O)(=O)=O (osmium tetroxide). The solvent is C(C)(C)(C)O (tert-butanol), C(C)(=O)OCC (ethyl acetate). Conditions: time 3 minute. Yields the product COC(CC(C=O)C1=CC=C(C=C1)OC1OCCCC1)=O (4-oxo-3-[4-(tetrahydropyran-2-yloxy)-phenyl]-butyric acid methyl ester). Reaction SMILES: [CH3:1][O:2][C:3](=[O:22])[CH2:4][CH:5]([C:9]1[CH:14]=[CH:13][C:12]([O:15][CH:16]2[CH2:21][CH2:20][CH2:19][CH2:18][O:17]2)=[CH:11][CH:10]=1)/[CH:6]=C\C.[O:23]1CCOCC1.O.N1C(C)=CC=CC=1C>[Os](=O)(=O)(=O)=O.C(OCC)(=O)C.C(O)(C)(C)C>[CH3:1][O:2][C:3](=[O:22])[CH2:4][CH:5]([C:9]1[CH:14]=[CH:13][C:12]([O:15][CH:16]2[CH2:21][CH2:20][CH2:19][CH2:18][O:17]2)=[CH:11][CH:10]=1)[CH:6]=[O:23]. Procedure details: To a solution of (Z)-3-[4-(tetrahydropyran-2-yloxy)-phenyl]-hex-4-enoic acid methyl ester (3.83 g) obtained in Step 2 in a mixed solvent of dioxane (60 mL)-water (15 mL) was added 2,6-lutidine (2.8 mL). Then, to this was added dropwise a tert-butanol solution of osmium tetroxide (5 mg/mL, 12 mL) over 5 minutes, followed by stirring the reaction mixture at room temperature for 3 minutes. Then, to the reaction mixture was added dropwise-aqueous-sodium periodate solution (10.3 g/25 mL) over 7 minut...